From a dataset of the Open Reaction Database (ORD), a public repository of structured organic reaction records. describe an organic reaction: reactants, conditions, products, and yield Reactants: COC(C(CC1=CC=C(C=C1)CCN(C(=O)NC1=CC=C(C=C1)C)CCCCCCC)OCC)=O (2-ethoxy-3-{4-[2-(1-heptyl-3-p-tolyl-ureido)-ethyl]-phenyl}-propionic acid methyl ester), [Li+].[OH-] (LiOH). Run in O1CCCC1 (tetrahydrofuran). Reaction conditions: time 16 hour. The product is C(C)OC(C(=O)O)CC1=CC=C(C=C1)CCN(C(=O)NC1=CC=C(C=C1)C)CCCCCCC (2-ethoxy-3-{4-[2-(1-heptyl-3-p-tolyl-ureido)-ethyl]-phenyl}-propionic acid). Isolated yield 82.3%. RXN SMILES: C[O:2][C:3](=[O:35])[CH:4]([O:32][CH2:33][CH3:34])[CH2:5][C:6]1[CH:11]=[CH:10][C:9]([CH2:12][CH2:13][N:14]([CH2:25][CH2:26][CH2:27][CH2:28][CH2:29][CH2:30][CH3:31])[C:15]([NH:17][C:18]2[CH:23]=[CH:22][C:21]([CH3:24])=[CH:20][CH:19]=2)=[O:16])=[CH:8][CH:7]=1.[Li+].[OH-]>O1CCCC1>[CH2:33]([O:32][CH:4]([CH2:5][C:6]1[CH:11]=[CH:10][C:9]([CH2:12][CH2:13][N:14]([CH2:25][CH2:26][CH2:27][CH2:28][CH2:29][CH2:30][CH3:31])[C:15]([NH:17][C:18]2[CH:23]=[CH:22][C:21]([CH3:24])=[CH:20][CH:19]=2)=[O:16])=[CH:8][CH:7]=1)[C:3]([OH:35])=[O:2])[CH3:34] |f:1.2|. Procedure: A solution of 2-ethoxy-3-{4-[2-(1-heptyl-3-p-tolyl-ureido)-ethyl]-phenyl}-propionic acid methyl ester (40 mg, 0.083 mmol) and 1 M LiOH (0.25 mmol, 0.25 mL) in tetrahydrofuran (2 mL) was allowed to stir at room temperature for 16 hours. The solution was quenched by the addition of 2 N HCl until the solution had a pH<2. After dilution with twice its volume in water, the aqueous layer was extracted with diethyl ether (2×). The organic layers were combined, washed with 2 M HCl (2×), dried over anhyd... Conditions: temperature 100 celsius, time 4 hour. Yields the product FC=1C=C(C=C(C1)F)NC=C1C(OC(OC1=O)(C)C)=O (5-[(3,5-Difluoro-phenylamino)-methylene]-2,2-dimethyl-[1,3] dioxane-4,6-dione). Run in CCCCCC (hexane). Procedure details: In a oven dried 2-neck RBF equipped with reflux condenser and inert atmosphere, meldrum's acid (30 g, 0.208 mole) was dissolved in triethylorthoformate (185 g, 1.25 mole) and the reaction mixture was refluxed at 100° C. under nitrogen for 1 h. On complete consumption of starting material (tic), 3,5-difluoroaniline (26.8 g, 0.208 mol) was added and the heating continued for 4 h. After completion of the reaction (tic), reaction mixture was brought to RT and diluted with hexane (300 ml) when yellow... Reaction SMILES: [CH3:1][C:2]1([CH3:10])[O:9][C:7](=[O:8])[CH2:6][C:4](=[O:5])[O:3]1.[CH2:11](OC(OCC)OCC)C.[F:21][C:22]1[CH:23]=[C:24]([CH:26]=[C:27]([F:29])[CH:28]=1)[NH2:25]>CCCCCC>[F:21][C:22]1[CH:23]=[C:24]([NH:25][CH:11]=[C:6]2[C:7](=[O:8])[O:9][C:2]([CH3:10])([CH3:1])[O:3][C:4]2=[O:5])[CH:26]=[C:27]([F:29])[CH:28]=1. Starting materials: CC1(OC(=O)CC(=O)O1)C (meldrum's acid), C(C)OC(OCC)OCC (triethylorthoformate), FC=1C=C(N)C=C(C1)F (3,5-difluoroaniline). Starting materials: CC#N, COc1ccc2[nH]c(C)cc2c1, O=C=NS(=O)(=O)Cl, CN(C)C=O, O. Product: COc1ccc2[nH]c(C)c(C#N)c2c1. Reaction SMILES: [CH3:13][C:14]#[N:15].[CH3:1][O:2][c:3]1[cH:4][c:5]2[cH:6][c:7]([CH3:12])[nH:8][c:9]2[cH:10][cH:11]1.[Cl:16][S:17]([N:18]=[C:19]=[O:20])(=[O:21])=[O:22].[O:23]=[CH:24][N:25]([CH3:26])[CH3:27].[OH2:28]>>[CH3:1][O:2][c:3]1[cH:4][c:5]2[c:6]([C:14]#[N:15])[c:7]([CH3:12])[nH:8][c:9]2[cH:10][cH:11]1. Product: BrC=1C=CC(=C(C(=O)O)C1)OC=1C=NC(=CC1)Cl (5-bromo-2-(6-chloropyridin-3-yloxy)benzoic acid). Procedure details: A mixture of 2,5-dibromobenzoic acid (1244 g, 4.44 mol), 5-hydroxy-2-chloropyridine (663.3 g, 5.12 mol) and cesium carbonate (2893.3 g, 8.88 mol) was stirred for 20 minutes under a nitrogen atmosphere. To this slurry were added copper (I) trifloromethanesulfonate toluene complex (59.7 g, 0.115 mol), toluene (9 L) and EtOAc (39 mL). The resulting suspension was heated to 105° C. and stirred for 2 h before being cooled to RT. The toluene was decanted, and water (8 L) and EtOAc (8 L) were added. Th... Reaction conditions: temperature 105 celsius, time 20 minute. Reaction SMILES: Br[C:2]1[CH:10]=[CH:9][C:8]([Br:11])=[CH:7][C:3]=1[C:4]([OH:6])=[O:5].[OH:12][C:13]1[CH:14]=[CH:15][C:16]([Cl:19])=[N:17][CH:18]=1.C(=O)([O-])[O-].[Cs+].[Cs+].C1(C)C=CC=CC=1>CCOC(C)=O>[Br:11][C:8]1[CH:9]=[CH:10][C:2]([O:12][C:13]2[CH:18]=[N:17][C:16]([Cl:19])=[CH:15][CH:14]=2)=[C:3]([CH:7]=1)[C:4]([OH:6])=[O:5] |f:2.3.4|. Starting materials: BrC1=C(C(=O)O)C=C(C=C1)Br (2,5-dibromobenzoic acid), OC=1C=CC(=NC1)Cl (5-hydroxy-2-chloropyridine), C([O-])([O-])=O.[Cs+].[Cs+] (cesium carbonate), C1(=CC=CC=C1)C (toluene). Solvent: CCOC(=O)C (EtOAc). Yield: 87.7%. The reactants are ClC1=C(C=C(C=N1)NC1=NC=C(C=C1C1=NC(=NC(=N1)C)N(CC1=CC=C(C=C1)OC)CC1=CC=C(C=C1)OC)[C@@H](C)N1CCN(CC1)S(=O)(=O)C)OC ((R)-4-(2-(6-chloro-5-methoxypyridin-3-ylamino)-5-(1-(4-(methylsulfonyl)piperazin-1-yl)ethyl)pyridin-3-yl)-N,N-bis(4-methoxybenzyl)-6-methyl-1,3,5-triazin-2-amine), FC(S(=O)(=O)O)(F)F (trifluoromethanesulfonic acid). Solvent: C(=O)(C(F)(F)F)O (TFA). Reaction conditions: temperature 80 celsius. The product is ClC1=C(C=C(C=N1)NC1=NC=C(C=C1C1=NC(=NC(=N1)C)N)[C@@H](C)N1CCN(CC1)S(=O)(=O)C)OC ((R)-4-(2-(6-chloro-5-methoxypyridin-3-ylamino)-5-(1-(4-(methylsulfonyl)piperazin-1-yl)ethyl)pyridin-3-yl)-6-methyl-1,3,5-triazin-2-amine). Isolated yield 78.0%. RXN SMILES: [Cl:1][C:2]1[N:7]=[CH:6][C:5]([NH:8][C:9]2[C:14]([C:15]3[N:20]=[C:19]([CH3:21])[N:18]=[C:17]([N:22](CC4C=CC(OC)=CC=4)CC4C=CC(OC)=CC=4)[N:16]=3)=[CH:13][C:12]([C@H:41]([N:43]3[CH2:48][CH2:47][N:46]([S:49]([CH3:52])(=[O:51])=[O:50])[CH2:45][CH2:44]3)[CH3:42])=[CH:11][N:10]=2)=[CH:4][C:3]=1[O:53][CH3:54].FC(F)(F)S(O)(=O)=O>C(O)(C(F)(F)F)=O>[Cl:1][C:2]1[N:7]=[CH:6][C:5]([NH:8][C:9]2[C:14]([C:15]3[N:20]=[C:19]([CH3:21])[N:18]=[C:17]([NH2:22])[N:16]=3)=[CH:13][C:12]([C@H:41]([N:43]3[CH2:44][CH2:45][N:46]([S:49]([CH3:52])(=[O:51])=[O:50])[CH2:47][CH2:48]3)[CH3:42])=[CH:11][N:10]=2)=[CH:4][C:3]=1[O:53][CH3:54]. Procedure: A solution of (R)-4-(2-(6-chloro-5-methoxypyridin-3-ylamino)-5-(1-(4-(methylsulfonyl)piperazin-1-yl)ethyl)pyridin-3-yl)-N,N-bis(4-methoxybenzyl)-6-methyl-1,3,5-triazin-2-amine (130 mg, 0.168 mmol) in 3 mL of TFA was treated with 0.1 mL of trifluoromethanesulfonic acid. It was heated in an oil bath at 80° C. for 3 h. The dark solution was concentrated and the residue was treated with ice cube followed by 0.5N NaOH until the pH was about 8. The mixture was extracted with 2×30 mL of EtOAc followed ... Reactants: CN1N=C(C=2C(C1=O)=C(N(C2)CC2=CC=CC1=CC=CC=C21)SCCCC(=O)OC)CC(C)C (Methyl 4-{[2,6-dihydro-2-methyl-4(2-methylpropyl)-6-(1-naphthalenylmethyl)-1-oxo-1H-pyrrolo[3,4-d]pyridazin-7-yl]thio}butanoate), O.[OH-].[Li+] (lithium hydroxide hydrate). The solvent is O1CCCC1.O.CO (tetrahydrofuran water methanol). Product: CN1N=C(C=2C(C1=O)=C(N(C2)CC2=CC=CC1=CC=CC=C21)SCCCC(=O)O)CC(C)C (4-{[2,6-Dihydro-2-methyl-4-(2-methylpropyl)-6-(1-naphthalenylmethyl)-1-oxo 1H-Pyrrolo[3,4-d]pyridazin-7-yl]thio}butanoic acid). Reaction SMILES: [CH3:1][N:2]1[C:7](=[O:8])[C:6]2=[C:9]([S:23][CH2:24][CH2:25][CH2:26][C:27]([O:29]C)=[O:28])[N:10]([CH2:12][C:13]3[C:22]4[C:17](=[CH:18][CH:19]=[CH:20][CH:21]=4)[CH:16]=[CH:15][CH:14]=3)[CH:11]=[C:5]2[C:4]([CH2:31][CH:32]([CH3:34])[CH3:33])=[N:3]1.O.[OH-].[Li+]>O1CCCC1.O.CO>[CH3:1][N:2]1[C:7](=[O:8])[C:6]2=[C:9]([S:23][CH2:24][CH2:25][CH2:26][C:27]([OH:29])=[O:28])[N:10]([CH2:12][C:13]3[C:22]4[C:17](=[CH:18][CH:19]=[CH:20][CH:21]=4)[CH:16]=[CH:15][CH:14]=3)[CH:11]=[C:5]2[C:4]([CH2:31][CH:32]([CH3:34])[CH3:33])=[N:3]1 |f:1.2.3,4.5.6|. Procedure: Methyl 4-{[2,6-dihydro-2-methyl-4(2-methylpropyl)-6-(1-naphthalenylmethyl)-1-oxo-1H-pyrrolo[3,4-d]pyridazin-7-yl]thio}butanoate (0.24 g) prepared as described in b) above was stirred with lithium hydroxide hydrate (0.060 g) in tetrahydrofuran-water-methanol (3:1:1) for 3 hours. The solution was evaporated and the resulting residue was partitioned between ethyl acetate and dilute hydrochloric acid. The organic layer was washed with brine, dried, and evaporated to a solid, which was chromatographe... Reactants: CS(=O)(=O)NC1=C(C=O)C=C(C=C1)C(=O)OC (2-(methanesulfonylamino)-5-(methoxycarbonyl)benzaldehyde), Cl.NO (hydroxylamine hydrochloride). Run in C(C)O (ethanol). Product: ON=CC=1C=C(C(=O)OC)C=CC1NS(=O)(=O)C (methyl 3-[(N-hydroxyimino)methyl]-4-[(methylsulfonyl)amino]benzoate). Yield: 88.9%. As a reaction SMILES: [CH3:1][S:2]([NH:5][C:6]1[CH:13]=[CH:12][C:11]([C:14]([O:16][CH3:17])=[O:15])=[CH:10][C:7]=1[CH:8]=O)(=[O:4])=[O:3].Cl.[NH2:19][OH:20]>C(O)C>[OH:20][N:19]=[CH:8][C:7]1[CH:10]=[C:11]([CH:12]=[CH:13][C:6]=1[NH:5][S:2]([CH3:1])(=[O:4])=[O:3])[C:14]([O:16][CH3:17])=[O:15] |f:1.2|. Procedure details: A mixture of 2-(methanesulfonylamino)-5-(methoxycarbonyl)benzaldehyde (2.56 g, 0.01 mol) and hydroxylamine hydrochloride (0.87 g, 0.0125 mol) in ethanol (40 mL) was heated at reflux for 2 h. The mixture was filtered hot, and the filtrate was concentrated to dryness. The residue was suspended in water. The solid was collected by filtration and recrystallized from ethyl acetate-hexane to give 2.42 g (89%) of methyl 3-[(N-hydroxyimino)methyl]-4-[(methylsulfonyl)amino]benzoate as an off-white powder... Starting materials: O=C([O-])[O-], COCc1ccccc1-c1cccc2nc(Nc3ccc4c(c3)CCNCC4)nn12, CC#N, ClC(Cl)Cl, CN(C)C(=O)CCl, [I-], [K+], [K+], [Na+]. Product: COCc1ccccc1-c1cccc2nc(Nc3ccc4c(c3)CCN(CC(=O)N(C)C)CC4)nn12. RXN SMILES: [C:31](=[O:32])([O-:33])[O-:34].[CH3:1][O:2][CH2:3][c:4]1[c:5](-[c:10]2[cH:11][cH:12][cH:13][c:14]3[n:15]2[n:16][c:17]([NH:19][c:20]2[cH:21][c:22]4[c:23]([cH:29][cH:30]2)[CH2:24][CH2:25][NH:26][CH2:27][CH2:28]4)[n:18]3)[cH:6][cH:7][cH:8][cH:9]1.[CH3:46][C:47]#[N:48].[CH:49]([Cl:50])([Cl:51])[Cl:52].[Cl:37][CH2:38][C:39](=[O:40])[N:41]([CH3:42])[CH3:43].[I-:45].[K+:35].[K+:36].[Na+:44]>>[CH3:1][O:2][CH2:3][c:4]1[c:5](-[c:10]2[cH:11][cH:12][cH:13][c:14]3[n:15]2[n:16][c:17]([NH:19][c:20]2[cH:21][c:22]4[c:23]([cH:29][cH:30]2)[CH2:24][CH2:25][N:26]([CH2:38][C:39](=[O:40])[N:41]([CH3:42])[CH3:43])[CH2:27][CH2:28]4)[n:18]3)[cH:6][cH:7][cH:8][cH:9]1.